The task is: describe an organic reaction: reactants, conditions, products, and yield. This data is from the Open Reaction Database (ORD), a public repository of structured organic reaction records. Reactants: CCOC(=O)C1CCCCN1c1nc2ccc(Cl)cc2s1, [Li+], [OH-]. Product: O=C(O)C1CCCCN1c1nc2ccc(Cl)cc2s1. As a reaction SMILES: [Cl:1][c:2]1[cH:3][c:4]2[c:5]([n:6][c:7]([N:9]3[CH:10]([C:15](=[O:16])[O:17][CH2:18][CH3:19])[CH2:11][CH2:12][CH2:13][CH2:14]3)[s:8]2)[cH:20][cH:21]1.[Li+:22].[OH-:23]>>[Cl:1][c:2]1[cH:3][c:4]2[c:5]([n:6][c:7]([N:9]3[CH:10]([C:15](=[O:16])[OH:17])[CH2:11][CH2:12][CH2:13][CH2:14]3)[s:8]2)[cH:20][cH:21]1.